Dataset: the Open Reaction Database (ORD), a public repository of structured organic reaction records. Task: describe an organic reaction: reactants, conditions, products, and yield Starting materials: II (iodine), imine, C(CCCCC)=O (hexanal), C(C)(C)(C)N (t-butylamine), N1=CC=CC=C1 (pyridine), C(OCC)(=O)N=C=S (O-ethyl carbonisothiocyanatidate). Reported procedure: To a solution of hexanal (Aldrich, 20.0 g, 200 mmol) in acetonitrile (20 mL) in a 100-mL, round-bottomed flask containing molecular sieves (10 g) was added neat t-butylamine (Aldrich, 16.1 g, 220 mmol). The mixture was stirred at room temperature overnight. The solids were removed by vacuum filtration through a glass frit and the liquor was concentrated by rotary evaporator to give the crude imine as a pale yellow oil. The crude imine was dissolved in anhydrous tetrahydrofuran (200 mL) containin... The yield is 92.6%. Reaction SMILES: [CH:1](=O)[CH2:2][CH2:3][CH2:4][CH2:5][CH3:6].[C:8]([NH2:12])([CH3:11])([CH3:10])[CH3:9].N1C=CC=CC=1.[C:19]([N:24]=[C:25]=[S:26])(=[O:23])[O:20][CH2:21][CH3:22].II>C(#N)C.O1CCCC1.CO>[CH2:3]([C:2]1=[CH:1][N:12]([C:8]([CH3:11])([CH3:10])[CH3:9])[S:26]/[C:25]/1=[N:24]\[C:19](=[O:23])[O:20][CH2:21][CH3:22])[CH2:4][CH2:5][CH3:6]. Run at time 8 hour. Product: C(CCC)C/1=CN(S\C1=N/C(OCC)=O)C(C)(C)C (ethyl [(5Z)-4-butyl-2-tert-butylisothiazol-5(2H)-ylidene]carbamate). Run in CO (methanol), O1CCCC1 (tetrahydrofuran), C(C)#N (acetonitrile). Solvent: C(Cl)Cl (methylene chloride). Run at time 1 hour. Procedure details: A solution of the compound obtained in Example 1, Step e (57.3 mg) in methylene chloride (4 ml) was added with 2,4-dimethoxyphenyl isocyanate (54 μl, Aldrich) and stirred for 1 hour. The reaction mixture was added with a polyamine resin (100 mg, prepared by the method described in J. Am. Chem. Soc., 119, 4874–4881, 1997), further stirred for 1 hour and filtered, and the filtrate was concentrated. The resulting residue was dissolved in ethanol (2 ml), added with 1 N aqueous sodium hydroxide (0.2 ... Reaction SMILES: C([O:3][C:4](=[O:27])[CH:5]([O:24][CH2:25][CH3:26])[CH2:6][C:7]1[CH:12]=[CH:11][C:10]([O:13][CH2:14][CH2:15][NH:16][CH2:17][CH2:18][CH2:19][CH2:20][CH2:21][CH2:22][CH3:23])=[CH:9][CH:8]=1)C.[CH3:28][O:29][C:30]1[CH:35]=[C:34]([O:36][CH3:37])[CH:33]=[CH:32][C:31]=1[N:38]=[C:39]=[O:40]>C(Cl)Cl>[CH3:28][O:29][C:30]1[CH:35]=[C:34]([O:36][CH3:37])[CH:33]=[CH:32][C:31]=1[NH:38][C:39](=[O:40])[N:16]([CH2:15][CH2:14][O:13][C:10]1[CH:9]=[CH:8][C:7]([CH2:6][CH:5]([O:24][CH2:25][CH3:26])[C:4]([OH:3])=[O:27])=[CH:12][CH:11]=1)[CH2:17][CH2:18][CH2:19][CH2:20][CH2:21][CH2:22][CH3:23]. Yields the product COC1=C(C=CC(=C1)OC)NC(N(CCCCCCC)CCOC1=CC=C(C=C1)CC(C(=O)O)OCC)=O (3-(4-{2-[3-(2,4-dimethoxyphenyl)-1-heptylureido]ethoxy}phenyl)-2-ethoxypropionic acid). Starting materials: C(C)OC(C(CC1=CC=C(C=C1)OCCNCCCCCCC)OCC)=O (2-Ethoxy-3-[4-(2-heptylaminoethoxy)phenyl]propionic acid ethyl ester), COC1=C(C=CC(=C1)OC)N=C=O (2,4-dimethoxyphenyl isocyanate), polyamine resin. Reactants: N#N.C(#N)[C@H](CCC1=CC=CC=C1)N[C@@H](CCCCNC(C(F)(F)F)=O)C(=O)O (N2 (1(S)-cyano-3-phenylpropyl)-N6 -trifluoroacetyl-L-lysine), S(O)(O)(=O)=O (sulfuric acid), C(C)O (ethanol), [OH-].[Na+] (sodium hydroxide), O (water). Reaction conditions: temperature 0 celsius, time 10 hour. Yields the product N#N.C(N)(=O)[C@H](CCC1=CC=CC=C1)N[C@@H](CCCCNC(C(F)(F)F)=O)C(=O)N1[C@H](C(=O)O)CCC1 (N2 (1(S)-carbamyl-3-phenylpropyl)-N6 -trifluoroacetyl-L-lysyl-L-proline). Reaction SMILES: [N:1]#[N:2].[C:3]([C@@H:5]([NH:14][C@H:15]([C:27]([OH:29])=O)[CH2:16][CH2:17][CH2:18][CH2:19][NH:20][C:21](=[O:26])[C:22]([F:25])([F:24])[F:23])[CH2:6][CH2:7][C:8]1[CH:13]=[CH:12][CH:11]=[CH:10][CH:9]=1)#[N:4].S(=O)(=O)(O)O.[CH2:35]([OH:37])[CH3:36].[OH-:38].[Na+].[OH2:40]>>[N:1]#[N:2].[C:3]([C@@H:5]([NH:14][C@H:15]([C:27]([N:4]1[CH2:3][CH2:5][CH2:6][C@H:36]1[C:35]([OH:40])=[O:37])=[O:29])[CH2:16][CH2:17][CH2:18][CH2:19][NH:20][C:21](=[O:26])[C:22]([F:23])([F:24])[F:25])[CH2:6][CH2:7][C:8]1[CH:9]=[CH:10][CH:11]=[CH:12][CH:13]=1)(=[O:38])[NH2:4] |f:0.1,4.5,7.8|. Procedure: To one gram of N2 -(1(S)-cyano-3-phenylpropyl)-N6 -trifluoroacetyl-L-lysine were added 35 ml of 25 N sulfuric acid and 5 ml of ethanol at 0° C. followed by stirring for 10 hours at 0° C. and after adding thereto 100 ml of water while cooling it well, the pH thereof was adjusted to about 4.5 with 6N sodium hydroxide. The reaction product formed was washed with 100 ml of ether, extracted thrice each with 100 ml of methylene chloride, the extract was dried by anhydrous sodium sulfate, and then the ... Starting materials: [Br-], C1CCOC1, CCC(CC=O)n1cc(-c2ncnc3c2ccn3COCC[Si](C)(C)C)cn1, C[P+](c1ccccc1)(c1ccccc1)c1ccccc1, Cc1ccccc1, C[Si](C)(C)[N-][Si](C)(C)C, [K+]. Yields the product C=CCC(CC)n1cc(-c2ncnc3c2ccn3COCC[Si](C)(C)C)cn1. Reaction SMILES: [Br-:44].[CH2:1]1[O:2][CH2:3][CH2:4][CH2:5]1.[CH3:16][Si:17]([CH2:18][CH2:19][O:20][CH2:21][n:22]1[cH:23][cH:24][c:25]2[c:26]1[n:27][cH:28][n:29][c:30]2-[c:31]1[cH:32][n:33][n:34]([CH:36]([CH2:37][CH:38]=[O:39])[CH2:40][CH3:41])[cH:35]1)([CH3:42])[CH3:43].[CH3:45][P+:46]([c:47]1[cH:48][cH:49][cH:50][cH:51][cH:52]1)([c:53]1[cH:54][cH:55][cH:56][cH:57][cH:58]1)[c:59]1[cH:60][cH:61][cH:62][cH:63][cH:64]1.[CH3:65][c:66]1[cH:67][cH:68][cH:69][cH:70][cH:71]1.[CH3:6][Si:7]([N-:8][Si:9]([CH3:10])([CH3:11])[CH3:12])([CH3:13])[CH3:14].[K+:15]>>[CH2:1]=[CH:38][CH2:37][CH:36]([n:34]1[n:33][cH:32][c:31](-[c:30]2[c:25]3[cH:24][cH:23][n:22]([CH2:21][O:20][CH2:19][CH2:18][Si:17]([CH3:16])([CH3:42])[CH3:43])[c:26]3[n:27][cH:28][n:29]2)[cH:35]1)[CH2:40][CH3:41]. Starting materials: CC(CCC(=O)OCC)=C (ethyl 4-methyl-4-pentenoate), C(C)[Zn]CC (diethyl zinc), solution, C(=O)(C(F)(F)F)O (TFA), ICI (diiodomethane). Solvent: CCCCCC (hexane), ClCCl (dichloromethane), ClCCl (dichloromethane), ClCCl (dichloromethane). Reaction conditions: temperature 0 celsius, time 30 minute. Product: CC1(CC1)CCC(=O)OCC (ethyl 3-(1-methyl-cyclopropyl)propanoate). RXN SMILES: [CH2:1]([Zn]CC)C.C(O)(C(F)(F)F)=O.ICI.[CH3:16][C:17](=[CH2:25])[CH2:18][CH2:19][C:20]([O:22][CH2:23][CH3:24])=[O:21]>CCCCCC.ClCCl>[CH3:25][C:17]1([CH2:18][CH2:19][C:20]([O:22][CH2:23][CH3:24])=[O:21])[CH2:1][CH2:16]1. Procedure details: To a solution of diethyl zinc (31 mL of a 1.0 M solution in hexane, 31 mmol) in dry dichloromethane (100 mL) at 0° C. under an inert atmosphere was added TFA (2.4 mL, 31 mmol) in dichloromethane (5 mL) dropwise over a period of 30 min. To this suspension was added diiodomethane (2.5 mL, 31 mmol) in dichloromethane (5 mL) dropwise over a period of 10 min. The resulting solution was stirred at 0° C. for 30 min, at which time ethyl 4-methyl-4-pentenoate (2.0 g, 14 mmol) was added. The mixture was s...